Dataset: the Open Reaction Database (ORD), a public repository of structured organic reaction records. Task: describe an organic reaction: reactants, conditions, products, and yield Reactants: C(C=C)(=O)N (acrylamide), CC1=C(C2=C3C(=CC(=C2O)NC(=O)/C(=C\C=C\C(C(C(C(C(C(C(C(/C=C/OC4(C(=O)C3=C1O4)C)OC)C)OC(=O)C)C)O)C)O)C)/C)OCC(=O)NC=5C=CC(=CC5)I)O (rifamycin B), CC1=C(C2=C3C(=CC(=C2O)NC(=O)/C(=C\C=C\C(C(C(C(C(C(C(C(/C=C/OC4(C(=O)C3=C1O4)C)OC)C)OC(=O)C)C)O)C)O)C)/C)OCC(=O)NC=5C=CC(=CC5)I)O (rifamycin B). Run at temperature 4 celsius. Product: CC1=C(C2=C3C(=CC(=C2O)NC(=O)/C(=C\C=C\[C@@H]([C@@H]([C@H]([C@H]([C@H]([C@@H]([C@@H]([C@H](/C=C/O[C@@]4(C(=O)C3=C1O4)C)OC)C)OC(=O)C)C)O)C)O)C)/C)O)O (rifamycin SV). Yield: 93.8%. Reaction SMILES: C(N)(=O)C=C.[CH3:6][C:7]1[C:38]2[O:39][C:34]3([CH3:40])[C:35]([C:37]=2[C:10]2[C:11]([O:54]CC(NC4C=CC(I)=CC=4)=O)=[CH:12][C:13]([NH:16][C:17]([C:19]([CH3:53])=[CH:20][CH:21]=[CH:22][CH:23]([CH3:52])[CH:24]([OH:51])[CH:25]([CH3:50])[CH:26]([OH:49])[CH:27]([CH3:48])[CH:28]([O:44][C:45]([CH3:47])=[O:46])[CH:29]([CH3:43])[CH:30]([O:41][CH3:42])[CH:31]=[CH:32][O:33]3)=[O:18])=[C:14]([OH:15])[C:9]=2[C:8]=1[OH:66])=[O:36]>>[CH3:6][C:7]1[C:38]2[O:39][C@@:34]3([CH3:40])[C:35]([C:37]=2[C:10]2[C:11]([OH:54])=[CH:12][C:13]([NH:16][C:17]([C:19]([CH3:53])=[CH:20][CH:21]=[CH:22][C@H:23]([CH3:52])[C@H:24]([OH:51])[C@@H:25]([CH3:50])[C@@H:26]([OH:49])[C@@H:27]([CH3:48])[C@H:28]([O:44][C:45]([CH3:47])=[O:46])[C@H:29]([CH3:43])[C@@H:30]([O:41][CH3:42])[CH:31]=[CH:32][O:33]3)=[O:18])=[C:14]([OH:15])[C:9]=2[C:8]=1[OH:66])=[O:36]. Procedure: Fifty grams (wet weight) of acrylamide gel entrapped cell of Monocillium spp. (ATCC 20621), prepared through the procedures described in Example 4, were added to 2 l of centrifuged rifamycin B fermentation broth (6100 mgr rifamycin B/l). After reaction at 45° C. for 25 hours were aeration and agitation, the immobilized enzyme pellets were recovered through filtration on a sintered glass. It was extensively washed with 500 ml of acetone. The residual precipitates were completely solubilized by ad... Reactants: ClC1=C(C=CC(=C1)Cl)C=1SC(=C(N1)C)C(=O)OCC (Ethyl 2-(2,4-dichlorophenyl)-4-methylthiazole-5-carboxylate), O.NN (hydrazine monohydrate). The yield is 88.3%. As a reaction SMILES: [Cl:1][C:2]1[CH:7]=[C:6]([Cl:8])[CH:5]=[CH:4][C:3]=1[C:9]1[S:10][C:11]([C:15]([O:17]CC)=O)=[C:12]([CH3:14])[N:13]=1.O.[NH2:21][NH2:22]>C(O)C>[Cl:1][C:2]1[CH:7]=[C:6]([Cl:8])[CH:5]=[CH:4][C:3]=1[C:9]1[S:10][C:11]([C:15]([NH:21][NH2:22])=[O:17])=[C:12]([CH3:14])[N:13]=1 |f:1.2|. Procedure: Ethyl 2-(2,4-dichlorophenyl)-4-methylthiazole-5-carboxylate (250 mg) prepared in the Step 23-1-1 was dissolved in ethanol (10 ml), and hydrazine monohydrate (794 mg) was added thereto. The mixture was heated under reflux for 23 hours. After the mixture was allowed to cool, the precipitated crystal was separated by filtration, washed with water, and dried to give 2-(2,4-dichlorophenyl)-4-methylthiazole-5-carboxylic acid hydrazide (211 mg, 88%). The product is ClC1=C(C=CC(=C1)Cl)C=1SC(=C(N1)C)C(=O)NN (2-(2,4-dichlorophenyl)-4-methylthiazole-5-carboxylic acid hydrazide). The solvent is C(C)O (ethanol). The reactants are [OH-].[K+] (KOH), N1C=NC2=C1C=C(C=C2)N2C(C(=C(C2C2=C(C(=CC=C2)F)F)CCC)O)=O (1-(1H-Benzo[d]imidazol-6-yl)-5-(2,3-difluorophenyl)-3-hydroxy-4-propyl-1H-pyrrol-2(5H)-one), CC1=CC=C(C=C1)S(=O)(=O)N(C)N=O (diazald), C(CO)O.CCOCC (ethylene glycol Et2O). Solvent: CO (MeOH). Yields the product N1C=NC2=C1C=C(C=C2)N2C(C(=C(C2C2=C(C(=CC=C2)F)F)CCC)OC)=O (1-(1H-Benzo[d]imidazol-6-yl)-5-(2,3-difluorophenyl)-3-methoxy-4-propyl-1H-pyrrol-2(5H)-one). RXN SMILES: [OH-].[K+].[CH3:3]C1C=CC(S(N(N=O)C)(=O)=O)=CC=1.C(O)CO.CCOCC.[NH:26]1[C:30]2[CH:31]=[C:32]([N:35]3[CH:39]([C:40]4[CH:45]=[CH:44][CH:43]=[C:42]([F:46])[C:41]=4[F:47])[C:38]([CH2:48][CH2:49][CH3:50])=[C:37]([OH:51])[C:36]3=[O:52])[CH:33]=[CH:34][C:29]=2[N:28]=[CH:27]1>CO>[NH:26]1[C:30]2[CH:31]=[C:32]([N:35]3[CH:39]([C:40]4[CH:45]=[CH:44][CH:43]=[C:42]([F:46])[C:41]=4[F:47])[C:38]([CH2:48][CH2:49][CH3:50])=[C:37]([O:51][CH3:3])[C:36]3=[O:52])[CH:33]=[CH:34][C:29]=2[N:28]=[CH:27]1 |f:0.1,3.4|. Procedure: The compound was synthesized starting from KOH (15 eq in water), diazald (9 eq), ethylene glycol/Et2O (1/3 v/v, 40 ml), 1-(1H-Benzo[d]imidazol-6-yl)-5-(2,3-difluorophenyl)-3-hydroxy-4-propyl-1H-pyrrol-2(5H)-one (1.0 g, 2.71 mmol, 1 eq) and MeOH (10 ml), the product was further purified by preparative HPLC; yield: 0.120 g (11.6%); MS m/z: 384.1 [M+H]+; 1H-NMR: (400 MHz, CDCl3) δ: 0.96 (t, 3H), 1.6-1.4 (m, 6H), 1.94-1.87 (m, 1H), 2.47-2.39 (m, 1H), 4.08 (s, 3H), 5.90 (bs, 1H), 6.92 (bs, 1H), 7.03-... The reactants are C(CC)I (Propyl iodide), OC1=NC(=NC(=C1)O)S (4,6-dihydroxy-2-mercaptopyrimidine), [OH-].[Na+] (sodium hydroxide). The solvent is O (water). The product is OC1=NC(=NC(=C1)O)SCCC (4,6-Dihydroxy-2-(propylthio)pyrimidine). As a reaction SMILES: [CH2:1](I)[CH2:2][CH3:3].[OH:5][C:6]1[CH:11]=[C:10]([OH:12])[N:9]=[C:8]([SH:13])[N:7]=1.[OH-].[Na+]>O>[OH:5][C:6]1[CH:11]=[C:10]([OH:12])[N:9]=[C:8]([S:13][CH2:1][CH2:2][CH3:3])[N:7]=1 |f:2.3|. Procedure: Propyl iodide (136 ml) was added to a suspension of 4,6-dihydroxy-2-mercaptopyrimidine (200 g) in water (800 ml), containing sodium hydroxide (55.6 g). The reaction mixture was stirred for 2 weeks then concentrated to half volume, 2N hydrochloric acid was added and the subtitle compound was isolated by filtration (167 g).